From a dataset of the Open Reaction Database (ORD), a public repository of structured organic reaction records. describe an organic reaction: reactants, conditions, products, and yield Reactants: CN (methylamine), solution, C(C1=CC=CC=C1)(=O)CC(=O)OCC (ethyl benzoylacetate), CC(=O)O (HOAc), CN.CC(=O)O (MeNH2 HOAc). The solvent is C1CCOC1 (THF), CCO (EtOH). The product is CN\C(=C/C(=O)OCC)\C1=CC=CC=C1 (ethyl (2Z)-3-(methylamino)-3-phenylacrylate). The yield is 99.0%. As a reaction SMILES: [CH3:1][NH2:2].[C:3]([CH2:11][C:12]([O:14][CH2:15][CH3:16])=[O:13])(=O)[C:4]1[CH:9]=[CH:8][CH:7]=[CH:6][CH:5]=1.CC(O)=O.CN.CC(O)=O>C1COCC1.CCO>[CH3:1][NH:2]/[C:3](/[C:4]1[CH:9]=[CH:8][CH:7]=[CH:6][CH:5]=1)=[CH:11]\[C:12]([O:14][CH2:15][CH3:16])=[O:13] |f:3.4|. Reported procedure: To a solution of methylamine (65.03 mL of a 2M solution in THF, 130.06 mmol) and ethyl benzoylacetate (4.505 mL, 26.01 mmol) in EtOH (26 mL) was added HOAc (7.45 mL, 130.06 mmol). The mixture was then heated to reflux for 15 h. At this time, crude 1H NMR revealed only product and MeNH2—HOAc. The reaction mixture was then cooled to RT, and the solvent was removed in vacuo. The crude reaction was then extracted with 1 N HCl and DCM. The organic layer was then dried over MgSO4, and the solvent was ... The reactants are OC(COC1=CC=C(C=C1)OC)[C@H]1N(CCC1)C([C@H]1N(CCC1)C(CCC1=CC=CC=C1)=O)=O ((2S)-2-[1-Hydroxy-2-(4-methoxyphenoxy)ethyl]-1-[N-(3-phenylpropionyl)-L-prolyl]pyrrolidine), CS(=O)C.C1CCC(CC1)N=C=NC2CCCCC2 (DMSO DCC). Yields the product COC1=CC=C(OCC(=O)[C@H]2N(CCC2)C([C@H]2N(CCC2)C(CCC2=CC=CC=C2)=O)=O)C=C1 ((2S)-2-[(4-Methoxyphenoxy)acetyl]-1-[N-(3-phenylpropionyl)-L-prolyl]pyrrolidine). The yield is 35.3%. Reaction SMILES: [OH:1][CH:2]([C@@H:13]1[CH2:17][CH2:16][CH2:15][N:14]1[C:18](=[O:34])[C@@H:19]1[CH2:23][CH2:22][CH2:21][N:20]1[C:24](=[O:33])[CH2:25][CH2:26][C:27]1[CH:32]=[CH:31][CH:30]=[CH:29][CH:28]=1)[CH2:3][O:4][C:5]1[CH:10]=[CH:9][C:8]([O:11][CH3:12])=[CH:7][CH:6]=1.CS(C)=O.C1CCC(N=C=NC2CCCCC2)CC1>>[CH3:12][O:11][C:8]1[CH:7]=[CH:6][C:5]([O:4][CH2:3][C:2]([C@@H:13]2[CH2:17][CH2:16][CH2:15][N:14]2[C:18](=[O:34])[C@@H:19]2[CH2:23][CH2:22][CH2:21][N:20]2[C:24](=[O:33])[CH2:25][CH2:26][C:27]2[CH:28]=[CH:29][CH:30]=[CH:31][CH:32]=2)=[O:1])=[CH:10][CH:9]=1 |f:1.2|. Reported procedure: (2S)-2-[1-Hydroxy-2-(4-methoxyphenoxy)ethyl]-1-[N-(3-phenylpropionyl)-L-prolyl]pyrrolidine (128 mg) was subjected to DMSO-DCC oxidation as in Example 1-D) to give 45 mg of the title compound (See Table 6). The reactants are ClC=1C=CC(=C(CN2C3=C(NCC2)N=CC(=C3)C3=CC=C(C(=O)O)C=C3)C1)C(F)(F)F (4-{1-[5-chloro-2-(trifluoromethyl)benzyl]-1,2,3,4-tetrahydropyrido[2,3-b]pyrazin-7-yl}benzoic acid), O(C1=CC=CC=C1)CCN (2-phenoxyethylamine). Yields the product ClC=1C=CC(=C(CN2C3=C(NCC2)N=CC(=C3)C3=CC=C(C(=O)NCCOC2=CC=CC=C2)C=C3)C1)C(F)(F)F (4-{1-[5-Chloro-2-(trifluoromethyl)benzyl]-1,2,3,4-tetrahydropyrido[2,3-b]pyrazin-7-yl}-N-(2-phenoxyethyl)benzamide). As a reaction SMILES: [Cl:1][C:2]1[CH:3]=[CH:4][C:5]([C:28]([F:31])([F:30])[F:29])=[C:6]([CH:27]=1)[CH2:7][N:8]1[CH2:13][CH2:12][NH:11][C:10]2[N:14]=[CH:15][C:16]([C:18]3[CH:26]=[CH:25][C:21]([C:22]([OH:24])=O)=[CH:20][CH:19]=3)=[CH:17][C:9]1=2.[O:32]([CH2:39][CH2:40][NH2:41])[C:33]1[CH:38]=[CH:37][CH:36]=[CH:35][CH:34]=1>>[Cl:1][C:2]1[CH:3]=[CH:4][C:5]([C:28]([F:31])([F:29])[F:30])=[C:6]([CH:27]=1)[CH2:7][N:8]1[CH2:13][CH2:12][NH:11][C:10]2[N:14]=[CH:15][C:16]([C:18]3[CH:19]=[CH:20][C:21]([C:22]([NH:41][CH2:40][CH2:39][O:32][C:33]4[CH:38]=[CH:37][CH:36]=[CH:35][CH:34]=4)=[O:24])=[CH:25][CH:26]=3)=[CH:17][C:9]1=2. Procedure details: 4-{1-[5-chloro-2-(trifluoromethyl)benzyl]-1,2,3,4-tetrahydropyrido[2,3-b]pyrazin-7-yl}benzoic acid was reacted with 2-phenoxyethylamine as in General Procedure 10 to give the title compound. LCMS: m/z=566.93 (M+H+); retention time=0.93 minutes. Starting materials: N1=CC=CC=C1 (pyridine), S(=O)(Cl)Cl (thionyl chloride), C(C)OC(=O)[C@@H](C)O[C@@H]1[C@H](C(N1C(O)C(=O)OC(C1=CC=CC=C1)C1=CC=CC=C1)=O)NC(C1=CC=CC=C1)=O ((3R,4R)-4-{(1R)-1-ethoxycarbonylethoxy}-3-benzamido-1-(1-diphenylmethoxycarbonyl-1-hydroxymethyl)azetidin-2-one). Run in C(Cl)Cl (methylene chloride). Conditions: time 30 minute. Product: C(C)OC(=O)[C@@H](C)O[C@@H]1[C@H](C(N1C(Cl)C(=O)OC(C1=CC=CC=C1)C1=CC=CC=C1)=O)NC(C1=CC=CC=C1)=O ((3R,4R)-4-{(1R)-1-ethoxycarbonylethoxy}-3-benzamido-1-(1-diphenylmethoxycarbonyl-1-chloromethyl}azetidin-2-one). Reaction SMILES: [CH2:1]([O:3][C:4]([C@H:6]([O:8][C@H:9]1[N:12]([CH:13]([C:15]([O:17][CH:18]([C:25]2[CH:30]=[CH:29][CH:28]=[CH:27][CH:26]=2)[C:19]2[CH:24]=[CH:23][CH:22]=[CH:21][CH:20]=2)=[O:16])O)[C:11](=[O:31])[C@@H:10]1[NH:32][C:33](=[O:40])[C:34]1[CH:39]=[CH:38][CH:37]=[CH:36][CH:35]=1)[CH3:7])=[O:5])[CH3:2].N1C=CC=CC=1.S(Cl)([Cl:49])=O>C(Cl)Cl>[CH2:1]([O:3][C:4]([C@H:6]([O:8][C@H:9]1[N:12]([CH:13]([C:15]([O:17][CH:18]([C:25]2[CH:30]=[CH:29][CH:28]=[CH:27][CH:26]=2)[C:19]2[CH:24]=[CH:23][CH:22]=[CH:21][CH:20]=2)=[O:16])[Cl:49])[C:11](=[O:31])[C@@H:10]1[NH:32][C:33](=[O:40])[C:34]1[CH:39]=[CH:38][CH:37]=[CH:36][CH:35]=1)[CH3:7])=[O:5])[CH3:2]. Procedure: 4.58 g of the product from step (2) above was dissolved in 50 ml of methylene chloride, and to the solution after ice-cooling were added 1.38 g of pyridine and 2.08 g of thionyl chloride, followed by agitation for 30 minutes to effect the chlorination.